This data is from the Open Reaction Database (ORD), a public repository of structured organic reaction records. The task is: describe an organic reaction: reactants, conditions, products, and yield The reactants are CCOCC (ether), O (water), NaBO3-4H2O, C(CC=C)C1=CC=C(C#N)C=C1 (4-(3-Butenyl)benzonitrile). Run in [Cl-].[Na+].O (brine), C1CCOC1 (THF). Reaction conditions: temperature 0 celsius. Product: OCCCCC1=CC=C(C#N)C=C1 (4-(4-Hydroxybutyl)benzonitrile). Reaction SMILES: [CH2:1]([C:5]1[CH:12]=[CH:11][C:8]([C:9]#[N:10])=[CH:7][CH:6]=1)[CH2:2][CH:3]=[CH2:4].O.CC[O:16]CC>C1COCC1.[Cl-].[Na+].O>[OH:16][CH2:4][CH2:3][CH2:2][CH2:1][C:5]1[CH:6]=[CH:7][C:8]([C:9]#[N:10])=[CH:11][CH:12]=1 |f:4.5.6|. Procedure details: 4-(3-Butenyl)benzonitrile (from step (i) above, 10.8 g, 69 mmol) was dissolved in dry THF (140 mL) and was cooled to 0° C. BH3—Me2S complex (20 mL, 2 M) was added dropwise over 45 minutes at 0° C. and, after 7 hours, water (70 mL) and NaBO3-4H2O (25 g) were added and the mixture was stirred overnight before dilution with ether (700 mL) and brine (satd., 250 mL). After separation, the aqueous phase was extracted with ether (2×200 mL) and the combined extracts were dried, filtered and evaporated t...